This data is from the Open Reaction Database (ORD), a public repository of structured organic reaction records. The task is: describe an organic reaction: reactants, conditions, products, and yield Starting materials: N(=NC(=O)OC(C)(C)C)C(=O)OC(C)(C)C (di-tert-butyl diazene-1,2-dicarboxylate), C1(=CC=CC=C1)P(C1=CC=CC=C1)C1=CC=CC=C1 (triphenylphosphine), C1(CC1)CN1N=C(C(C(=C1)O)=O)C1=CC=NN1C1=CC=CC=C1 (1-(cyclopropylmethyl)-5-hydroxy-3-(1-phenyl-1H-pyrazol-5-yl)pyridazin-4(1H)-one), CN1C(=NC2=C1C=CC=C2)CCCO (3-(1-methyl-1H-benzimidazol-2-yl)propan-1-ol). Solvent: C1(=CC=CC=C1)C (Toluene). Conditions: time 10 minute. The product is C1(CC1)CN1N=C(C(C(=C1)OCCCC1=NC2=C(N1C)C=CC=C2)=O)C2=CC=NN2C2=CC=CC=C2 (1-(cyclopropylmethyl)-5-[3-(1-methyl-1H-benzimidazol-2-yl)propoxy]-3-(1-phenyl-1H-pyrazol-5-yl)pyridazin-4(1H)-one). The yield is 45.8%. RXN SMILES: N(C(OC(C)(C)C)=O)=NC(OC(C)(C)C)=O.C1(P(C2C=CC=CC=2)C2C=CC=CC=2)C=CC=CC=1.[CH:36]1([CH2:39][N:40]2[CH:45]=[C:44]([OH:46])[C:43](=[O:47])[C:42]([C:48]3[N:52]([C:53]4[CH:58]=[CH:57][CH:56]=[CH:55][CH:54]=4)[N:51]=[CH:50][CH:49]=3)=[N:41]2)[CH2:38][CH2:37]1.[CH3:59][N:60]1[C:64]2[CH:65]=[CH:66][CH:67]=[CH:68][C:63]=2[N:62]=[C:61]1[CH2:69][CH2:70][CH2:71]O>C1(C)C=CC=CC=1>[CH:36]1([CH2:39][N:40]2[CH:45]=[C:44]([O:46][CH2:71][CH2:70][CH2:69][C:61]3[N:60]([CH3:59])[C:64]4[CH:65]=[CH:66][CH:67]=[CH:68][C:63]=4[N:62]=3)[C:43](=[O:47])[C:42]([C:48]3[N:52]([C:53]4[CH:58]=[CH:57][CH:56]=[CH:55][CH:54]=4)[N:51]=[CH:50][CH:49]=3)=[N:41]2)[CH2:37][CH2:38]1. Procedure details: Toluene (10 mL) was added to di-tert-butyl diazene-1,2-dicarboxylate (173 mg) and triphenylphosphine (229 mg) and the mixture was stirred at room temperature for 10 min. Then, 1-(cyclopropylmethyl)-5-hydroxy-3-(1-phenyl-1H-pyrazol-5-yl)pyridazin-4(1H)-one (154 mg), and further, 3-(1-methyl-1H-benzimidazol-2-yl)propan-1-ol (143 mg) were added, and the mixture was stirred at room temperature for 22 hr. The reaction mixture was concentrated under reduced pressure, and the residue was purified by si... The reactants are BrC=1SC2=C(N1)C=CC(=C2)CN2C=NC1=C2C=C(C(=C1)OC)OC (2-bromo-6-((5,6-dimethoxy-1H-benzo[d]imidazol-1-yl)methyl)benzo[d]thiazole), NC1=C(C=CC=C1)O (2-aminophenol), CCN(C(C)C)C(C)C (DIEA). Solvent: CC(=O)N(C)C (DMA). Run at temperature 110 celsius. Yields the product COC1=CC2=C(N(C=N2)CC2=CC3=C(N=C(S3)NC3=C(C=CC=C3)O)C=C2)C=C1OC (2-((6-((5,6-dimethoxy-1H-benzo[d]imidazol-1-yl)methyl)benzo[d]thiazol-2-yl)amino)phenol). Isolated yield 16.3%. RXN SMILES: Br[C:2]1[S:3][C:4]2[CH:10]=[C:9]([CH2:11][N:12]3[C:16]4[CH:17]=[C:18]([O:23][CH3:24])[C:19]([O:21][CH3:22])=[CH:20][C:15]=4[N:14]=[CH:13]3)[CH:8]=[CH:7][C:5]=2[N:6]=1.[NH2:25][C:26]1[CH:31]=[CH:30][CH:29]=[CH:28][C:27]=1[OH:32].CCN(C(C)C)C(C)C>CC(N(C)C)=O>[CH3:22][O:21][C:19]1[C:18]([O:23][CH3:24])=[CH:17][C:16]2[N:12]([CH2:11][C:9]3[CH:8]=[CH:7][C:5]4[N:6]=[C:2]([NH:25][C:26]5[CH:31]=[CH:30][CH:29]=[CH:28][C:27]=5[OH:32])[S:3][C:4]=4[CH:10]=3)[CH:13]=[N:14][C:15]=2[CH:20]=1. Procedure details: To a suspension of 2-bromo-6-((5,6-dimethoxy-1H-benzo[d]imidazol-1-yl)methyl)benzo[d]thiazole (70 mg, 0.17 mmol) from Example 2 and 2-aminophenol (95 mg, 0.87 mmol) in anhydrous DMA (300 μL) at rt was added DIEA (90 μL, 0.52 mmol). The mixture was stirred and heated in a sealed tube at 110° C. for 96 h. After cooling to rt, the mixture was purified by reverse-phase preparative HPLC using a mixture of water (5% CH3CN, 0.05% HCOOH) and CH3CN (0.05% HCOOH) as the mobile phase and Varian Pursuit XRs... Reactants: O.C1(=CC=C(C=C1)S(=O)(=O)O)C (p-toluenesulfonic acid monohydrate), ClC1=C(C(=O)O)C=C(C(=C1)F)[N+](=O)[O-] (2-Chloro-4-fluoro-5-nitrobenzoic acid), NC1=C(C=CC=C1)O (2-aminophenol), CCN=C=NCCCN(C)C (WSC). Run in O (Water), C(Cl)(Cl)Cl (CHCl3). Conditions: time 2 hour. Yields the product ClC1=CC(=C(C=C1C=1OC2=C(N1)C=CC=C2)[N+](=O)[O-])F (2-(4-chloro-2-fluoronitrobenzen-5-yl)benzoxazole). Isolated yield 26.3%. As a reaction SMILES: [Cl:1][C:2]1[CH:10]=[C:9]([F:11])[C:8]([N+:12]([O-:14])=[O:13])=[CH:7][C:3]=1[C:4]([OH:6])=O.[NH2:15][C:16]1[CH:21]=[CH:20][CH:19]=[CH:18][C:17]=1O.CCN=C=NCCCN(C)C.O.C1(C)C=CC(S(O)(=O)=O)=CC=1>O.C(Cl)(Cl)Cl>[Cl:1][C:2]1[C:3]([C:4]2[O:6][C:17]3[CH:18]=[CH:19][CH:20]=[CH:21][C:16]=3[N:15]=2)=[CH:7][C:8]([N+:12]([O-:14])=[O:13])=[C:9]([F:11])[CH:10]=1 |f:3.4|. Procedure details: 2-Chloro-4-fluoro-5-nitrobenzoic acid (4.00 g, 18.2 mmol), 2-aminophenol (2.09 g, 20.1 mmol), CHCl3 (80 mL), and WSC (3.84 g, 20.0 mmol) were added together and stirred at room temperature for 2 hours. Water was added, and this was extracted with chloroform/acetone (3:1). After the organic layer obtained was dried over anhydrous sodium sulfate, it was filtered and concentrated. To a toluene (80 mL) solution of the solid obtained was added p-toluenesulfonic acid monohydrate (0.18 g, 1.8 mmol), an... Reactants: C(C)(=O)OCC (ethyl acetate), [F-].C(CCC)[N+](CCCC)(CCCC)CCCC (tetrabutylammonium fluoride), solution, CC(C)(C)C1=CC=C(C=C1)C1=CC=C2C(=NN(C2=C1)COCC[Si](C)(C)C)NC(CCC)=O (N-[6-[4-(1,1-dimethylethyl)phenyl]-1-[[2-(trimethylsilyl)ethoxy]-methyl]-1H-indazol-3-yl]butanamide). Solvent: O1CCCC1 (tetrahydrofuran), O1CCCC1 (tetrahydrofuran). Run at temperature 66 celsius. The product is CC(C)(C)C1=CC=C(C=C1)C1=CC=C2C(=NNC2=C1)NC(CCC)=O (N-[6-[4-(1,1-dimethylethyl)phenyl]-1H-indazol-3-yl]butanamide). Reaction SMILES: [F-].C([N+](CCCC)(CCCC)CCCC)CCC.[CH3:19][C:20]([C:23]1[CH:28]=[CH:27][C:26]([C:29]2[CH:37]=[C:36]3[C:32]([C:33]([NH:46][C:47](=[O:51])[CH2:48][CH2:49][CH3:50])=[N:34][N:35]3COCC[Si](C)(C)C)=[CH:31][CH:30]=2)=[CH:25][CH:24]=1)([CH3:22])[CH3:21].C(OCC)(=O)C>O1CCCC1>[CH3:22][C:20]([C:23]1[CH:28]=[CH:27][C:26]([C:29]2[CH:37]=[C:36]3[C:32]([C:33]([NH:46][C:47](=[O:51])[CH2:48][CH2:49][CH3:50])=[N:34][NH:35]3)=[CH:31][CH:30]=2)=[CH:25][CH:24]=1)([CH3:19])[CH3:21] |f:0.1|. Procedure details: 14.6 cm3 of tetrabutylammonium fluoride as a 1M solution in tetrahydrofuran are added to 1.13 g of N-[6-[4-(1,1-dimethylethyl)phenyl]-1-[[2-(trimethylsilyl)ethoxy]-methyl]-1H-indazol-3-yl]butanamide, described previously, in 30 cm3 of tetrahydrofuran. The reaction medium is heated at about 66° C. for 22 hours, the heating is then stopped and 75 cm3 of ethyl acetate are added, and the organic phase is washed with 75 cm3 of saturated aqueous sodium hydrogen carbonate solution and then with 50 cm3 ... The reactants are Cl (Hydrogen chloride), CN1C=C(C2=CC=CC=C12)CC#N (1-methylindole-3-acetonitrile), C1(=CC=CC=C1)O (phenol). Run in C(C)OCC (diethyl ether). Conditions: time 4 day. The product is Cl.CN1C=C(C2=CC=CC=C12)CC(O)=N (1-methyl3-indoleacetimidate hydrochloride). Isolated yield 30.0%. Reaction SMILES: [ClH:1].[CH3:2][N:3]1[C:11]2[C:6](=[CH:7][CH:8]=[CH:9][CH:10]=2)[C:5]([CH2:12][C:13]#[N:14])=[CH:4]1.C1([OH:21])C=CC=CC=1>C(OCC)C>[ClH:1].[CH3:2][N:3]1[C:11]2[C:6](=[CH:7][CH:8]=[CH:9][CH:10]=2)[C:5]([CH2:12][C:13](=[NH:14])[OH:21])=[CH:4]1 |f:4.5|. Procedure: Hydrogen chloride was bubbled through a solution of 3 g (176 mmol) of 1-methylindole-3-acetonitrile and 8.28 g (88 mmol) of phenol in 70 ml of dry diethyl ether for 2 hours and the resulting solution was left to stand for 4 days. The solvent was removed under reduced pressure. The residual gum was triturated with diethyl ether to give 1.4 g (30%) of 1-methyl3-indoleacetimidate hydrochloride in the form of a purple solid of melting point 119° C. Reactants: O (Water), C(C)(C)(C)[Si](Cl)(C)C (tert-butyldimethylchlorosilane), N1C=NC=C1 (imidazole), OCC=1NC2=C(N1)C=C(C(=C2OC)OC)OC (2-Hydroxymethyl-4,5,6-trimethoxybenzimidazole). Solvent: CN(C)C=O (DMF). Reaction conditions: time 30 minute. The product is [Si](C)(C)(C(C)(C)C)OCC=1NC2=C(N1)C=C(C(=C2OC)OC)OC (2-tert-butyldimethylsilyloxymethyl-4,5,6-trimethoxybenzimidazole). As a reaction SMILES: [OH:1][CH2:2][C:3]1[NH:4][C:5]2[C:11]([O:12][CH3:13])=[C:10]([O:14][CH3:15])[C:9]([O:16][CH3:17])=[CH:8][C:6]=2[N:7]=1.[C:18]([Si:22]([CH3:25])([CH3:24])Cl)([CH3:21])([CH3:20])[CH3:19].N1C=CN=C1.O>CN(C=O)C>[Si:22]([O:1][CH2:2][C:3]1[NH:4][C:5]2[C:11]([O:12][CH3:13])=[C:10]([O:14][CH3:15])[C:9]([O:16][CH3:17])=[CH:8][C:6]=2[N:7]=1)([C:18]([CH3:21])([CH3:20])[CH3:19])([CH3:25])[CH3:24]. Procedure details: 2-Hydroxymethyl-4,5,6-trimethoxybenzimidazole (354 mg) was dissolved in dry DMF (2 mL), tert-butyldimethylchlorosilane (270 mg) and imidazole (45 mg) were added to the solution under ice cooling, and the mixture was stirred at room temperature for 30 minutes. Water was added to the reaction mixture to conduct extraction with ethyl acetate. The resultant organic layer was washed with water and saturated brine, dried over anhydrous magnesium sulfate and then concentrated under reduced pressure. Th... RXN SMILES: [C:20](=[O:21])([OH:22])[O-:23].[CH3:31][CH2:32][O:33][C:34](=[O:35])[CH3:36].[Cl:25][CH2:26][CH2:27][C:28](=[O:29])[Cl:30].[Na+:24].[c:1]1([S:7](=[O:8])(=[O:9])[c:10]2[cH:11][cH:12][c:13]3[c:14]([cH:19]2)[NH:15][CH2:16][CH2:17][O:18]3)[cH:2][cH:3][cH:4][cH:5][cH:6]1>>[c:1]1([S:7](=[O:8])(=[O:9])[c:10]2[cH:11][cH:12][c:13]3[c:14]([cH:19]2)[N:15]([C:28]([CH2:27][CH2:26][Cl:25])=[O:29])[CH2:16][CH2:17][O:18]3)[cH:2][cH:3][cH:4][cH:5][cH:6]1. The product is O=C(CCCl)N1CCOc2ccc(S(=O)(=O)c3ccccc3)cc21. Starting materials: O=C([O-])O, CCOC(C)=O, O=C(Cl)CCCl, [Na+], O=S(=O)(c1ccccc1)c1ccc2c(c1)NCCO2.